From a dataset of the Open Reaction Database (ORD), a public repository of structured organic reaction records. describe an organic reaction: reactants, conditions, products, and yield The reactants are Intermediate 234, BrC=1C=NC(=NC1)Cl (5-bromo-2-chloropyrimidine), CN1CCNCC1 (N-methylpiperazine). Product: BrC=1C=NC(=NC1)N1CCN(CC1)C (5-bromo-2-(4-methyl-1-piperazinyl)pyrimidine). As a reaction SMILES: [Br:1][C:2]1[CH:3]=[N:4][C:5](Cl)=[N:6][CH:7]=1.[CH3:9][N:10]1[CH2:15][CH2:14][NH:13][CH2:12][CH2:11]1>>[Br:1][C:2]1[CH:3]=[N:4][C:5]([N:13]2[CH2:14][CH2:15][N:10]([CH3:9])[CH2:11][CH2:12]2)=[N:6][CH:7]=1. Procedure details: Following the procedure described for Intermediate 234 using 5-bromo-2-chloropyrimidine and N-methylpiperazine provided the title compound. ESMS [M+H]+: 257.0/259.0. The reactants are NC1=CC=C2CCNCC2=C1Cl (7-Amino-8-chloro-1,2,3,4-tetrahydroisoquinoline), C(C)(=O)OC(=C)C (isopropenyl acetate). Product: C(C)(=O)N1CC2=C(C(=CC=C2CC1)N)Cl (2-acetyl-7-amino-8-chloro-1,2,3,4-tetrahydroisoquinoline). RXN SMILES: [NH2:1][C:2]1[C:11]([Cl:12])=[C:10]2[C:5]([CH2:6][CH2:7][NH:8][CH2:9]2)=[CH:4][CH:3]=1.[C:13](OC(C)=C)(=[O:15])[CH3:14]>>[C:13]([N:8]1[CH2:7][CH2:6][C:5]2[C:10](=[C:11]([Cl:12])[C:2]([NH2:1])=[CH:3][CH:4]=2)[CH2:9]1)(=[O:15])[CH3:14]. Procedure: 7-Amino-8-chloro-1,2,3,4-tetrahydroisoquinoline is treated with one molar equivalent of isopropenyl acetate by the procedure of Example 15 to give 2-acetyl-7-amino-8-chloro-1,2,3,4-tetrahydroisoquinoline.